Task: describe an organic reaction: reactants, conditions, products, and yield. Dataset: the Open Reaction Database (ORD), a public repository of structured organic reaction records The reactants are crude material, [OH-].[Na+] (NaOH), N1=C(N=CC=C1)C=O (Pyrimidine-2-carbaldehyde), N1C(=NC2=C1C=CC=C2)CN(CCCCN)C2CCCC=1C=CC=NC21 (N′-(1H-benzoimidazol-2-ylmethyl)-N′-(5,6,7,8-tetrahydro-quinolin-8-yl)-butane-1,4-diamine), [BH-](OC(=O)C)(OC(=O)C)OC(=O)C.[Na+] (NaBH(OAc)3). Solvent: Br.CC(=O)O (HBr AcOH), C1CCOC1 (THF). Run at time 1.5 hour. Yields the product N1C(=NC2=C1C=CC=C2)CN(CCCCNCC2=NC=CC=N2)C2CCCC=1C=CC=NC21 (N-(1H-benzoimidazol-2-ylmethyl)-N′-pyrimidin-2-ylmethyl-N-(5,6,7,8-tetrahydro-quinolin-8-yl)-butane-1,4-diamine). Reaction SMILES: [N:1]1[CH:6]=[CH:5][CH:4]=[N:3][C:2]=1[CH:7]=O.[NH:9]1[C:13]2[CH:14]=[CH:15][CH:16]=[CH:17][C:12]=2[N:11]=[C:10]1[CH2:18][N:19]([CH:25]1[C:34]2[N:33]=[CH:32][CH:31]=[CH:30][C:29]=2[CH2:28][CH2:27][CH2:26]1)[CH2:20][CH2:21][CH2:22][CH2:23][NH2:24].[BH-](OC(C)=O)(OC(C)=O)OC(C)=O.[Na+].[OH-].[Na+]>C1COCC1.Br.CC(O)=O>[NH:9]1[C:13]2[CH:14]=[CH:15][CH:16]=[CH:17][C:12]=2[N:11]=[C:10]1[CH2:18][N:19]([CH:25]1[C:34]2[N:33]=[CH:32][CH:31]=[CH:30][C:29]=2[CH2:28][CH2:27][CH2:26]1)[CH2:20][CH2:21][CH2:22][CH2:23][NH:24][CH2:7][C:2]1[N:3]=[CH:4][CH:5]=[CH:6][N:1]=1 |f:2.3,4.5,7.8|. Procedure details: Using General Procedure B: To a solution of the crude aldehyde from above (332 mg) and N′-(1H-benzoimidazol-2-ylmethyl)-N′-(5,6,7,8-tetrahydro-quinolin-8-yl)-butane-1,4-diamine (49 mg, 0.14 mmol) in THF (2 mL) was added NaBH(OAc)3 (89 mg, 0.42 mmol) and the mixture was stirred at room temperature for 1.5 h. The crude material was dissolved in saturated HBr/AcOH (2 mL) and stirred at room temperature for 5 minutes. The solution was made basic with 10 N NaOH(aq) and extracted with CH2Cl2 (3×15 mL)... Reactants: FC(S(=O)(=O)OC1=CC=2C=3C4=C(C(=CC3NC2C=C1)C1=C(C=CC=C1)Cl)C(NC4=O)=O)(F)F (4-(2-Chlorophenyl)-1,3-dioxo-1,2,3,6-tetrahydropyrrolo[3,4-c]carbazol-9-yl trifluoromethanesulfonate), C(C)[Sn](CC)(CC)CC (tetraethyl tin), [SnH4] (stannane). Product: ClC1=C(C=CC=C1)C1=CC=2NC=3C=CC(=CC3C2C2=C1C(NC2=O)=O)C=C (4-(2-Chlorophenyl)-9-vinylpyrrolo[3,4-c]carbazole-1,3(2H,6H)-dione). As a reaction SMILES: FC(F)(F)S(O[C:7]1[CH:19]=[CH:18][C:17]2[NH:16][C:15]3[CH:14]=[C:13]([C:20]4[CH:25]=[CH:24][CH:23]=[CH:22][C:21]=4[Cl:26])[C:12]4[C:27](=[O:31])[NH:28][C:29](=[O:30])[C:11]=4[C:10]=3[C:9]=2[CH:8]=1)(=O)=O.[CH2:34]([Sn](CC)(CC)CC)[CH3:35].[SnH4]>>[Cl:26][C:21]1[CH:22]=[CH:23][CH:24]=[CH:25][C:20]=1[C:13]1[C:12]2[C:27](=[O:31])[NH:28][C:29](=[O:30])[C:11]=2[C:10]2[C:9]3[CH:8]=[C:7]([CH:34]=[CH2:35])[CH:19]=[CH:18][C:17]=3[NH:16][C:15]=2[CH:14]=1. Procedure: Compound (616) was prepared from (615) prepared as described in example 479 (using the procedure described in example 309, with tetraethyl tin as the stannane to give a yellow oil. 1H NMR δ [(CD3)2SO] 11.71 (s, 1H), 11.48 (br, 1H), 8.23 (s, 1H), 8.78, (s, 1H), 7.99 (s, 1H), 7.62–7.43 (m, 5H), 7.2–7.1 (m, 1H), 6.10 (d, J=17.6 Hz, 1H), 5.46 (d, J=11.3 Hz, 1H). EIMS found: M+=372.0661. C22H13ClN2O2 requires 372.0666. The reactants are hydrochloride salt, CC1=CC=C(C=C1)S(=O)(=O)OCC1OC2=C(C1)C=C(C=C2C2=C(C=CC(=C2)F)F)F ((±)-[7-(2,5-difluorophenyl)-5-fluoro-2,3-dihydro-1-benzofuran-2-yl]methyl 4-methylbenzenesulfonate), CN (methylamine). Yields the product FC1=C(C=C(C=C1)F)C1=CC(=CC=2CC(OC21)CNC)F ((±)-{[7-(2,5-difluorophenyl)-5-fluoro-2,3-dihydro-1-benzofuran-2-yl]methyl}methylamine). As a reaction SMILES: CC1C=CC(S(O[CH2:12][CH:13]2[CH2:17][C:16]3[CH:18]=[C:19]([F:30])[CH:20]=[C:21]([C:22]4[CH:27]=[C:26]([F:28])[CH:25]=[CH:24][C:23]=4[F:29])[C:15]=3[O:14]2)(=O)=O)=CC=1.[CH3:31][NH2:32]>>[F:29][C:23]1[CH:24]=[CH:25][C:26]([F:28])=[CH:27][C:22]=1[C:21]1[C:15]2[O:14][CH:13]([CH2:12][NH:32][CH3:31])[CH2:17][C:16]=2[CH:18]=[C:19]([F:30])[CH:20]=1. Reported procedure: The title compound was prepared (0.73 g, 44%) following the general procedure of Example 390 as a white solid, hydrochloride salt from (±)-[7-(2,5-difluorophenyl)-5-fluoro-2,3-dihydro-1-benzofuran-2-yl]methyl 4-methylbenzenesulfonate (0.22 g, 0.51 mmol) and methylamine (0.155 g, 5.1 mmol). mp 185-187° C. Starting materials: CSC(=NC#N)SC, Cc1[nH]c(C(=O)NC2CCNCC2)c(Cl)c1Cl, CC(Cl)Cl. Yields the product CSC(=NC#N)N1CCC(NC(=O)c2[nH]c(C)c(Cl)c2Cl)CC1. RXN SMILES: [C:18](#[N:19])[N:20]=[C:21]([S:22][CH3:23])[S:24][CH3:25].[Cl:1][c:2]1[c:3]([C:9](=[O:10])[NH:11][CH:12]2[CH2:13][CH2:14][NH:15][CH2:16][CH2:17]2)[nH:4][c:5]([CH3:8])[c:6]1[Cl:7].[Cl:26][CH:27]([Cl:28])[CH3:29]>>[Cl:1][c:2]1[c:3]([C:9](=[O:10])[NH:11][CH:12]2[CH2:13][CH2:14][N:15]([C:21](=[N:20][C:18]#[N:19])[S:22][CH3:23])[CH2:16][CH2:17]2)[nH:4][c:5]([CH3:8])[c:6]1[Cl:7].